From a dataset of the Open Reaction Database (ORD), a public repository of structured organic reaction records. describe an organic reaction: reactants, conditions, products, and yield The reactants are CC(C)(C)OC(=O)N1CCC(Cc2n[nH]c(=O)n2-c2ccc(Br)cc2)C1, O=C([O-])[O-], CC1(C)OB(c2ccc3cccnc3c2)OC1(C)C, [K+], [K+], C1COCCO1. Product: CC(C)(C)OC(=O)N1CCC(Cc2n[nH]c(=O)n2-c2ccc(-c3ccc4cccnc4c3)cc2)C1. As a reaction SMILES: [Br:1][c:2]1[cH:3][cH:4][c:5](-[n:8]2[c:9]([CH2:14][CH:15]3[CH2:16][N:17]([C:20](=[O:21])[O:22][C:23]([CH3:24])([CH3:25])[CH3:26])[CH2:18][CH2:19]3)[n:10][nH:11][c:12]2=[O:13])[cH:6][cH:7]1.[C:46](=[O:47])([O-:48])[O-:49].[CH3:27][C:28]1([CH3:29])[C:30]([CH3:31])([CH3:32])[O:33][B:34]([c:35]2[cH:36][cH:37][c:38]3[cH:39][cH:40][cH:41][n:42][c:43]3[cH:44]2)[O:45]1.[K+:50].[K+:51].[O:52]1[CH2:53][CH2:54][O:55][CH2:56][CH2:57]1>>[c:2]1(-[c:35]2[cH:36][cH:37][c:38]3[cH:39][cH:40][cH:41][n:42][c:43]3[cH:44]2)[cH:3][cH:4][c:5](-[n:8]2[c:9]([CH2:14][CH:15]3[CH2:16][N:17]([C:20](=[O:21])[O:22][C:23]([CH3:24])([CH3:25])[CH3:26])[CH2:18][CH2:19]3)[n:10][nH:11][c:12]2=[O:13])[cH:6][cH:7]1. Reactants: [Br-], CC(C)C[Mg+], COc1ccc(-n2cc(C=O)c(C3CC3)n2)cc1, C1CCOC1. Product: COc1ccc(-n2cc(C(O)CC(C)C)c(C3CC3)n2)cc1. RXN SMILES: [Br-:19].[CH2:20]([CH:21]([CH3:22])[CH3:23])[Mg+:24].[CH:1]1([c:4]2[n:5][n:6](-[c:11]3[cH:12][cH:13][c:14]([O:17][CH3:18])[cH:15][cH:16]3)[cH:7][c:8]2[CH:9]=[O:10])[CH2:2][CH2:3]1.[O:25]1[CH2:26][CH2:27][CH2:28][CH2:29]1>>[CH:1]1([c:4]2[n:5][n:6](-[c:11]3[cH:12][cH:13][c:14]([O:17][CH3:18])[cH:15][cH:16]3)[cH:7][c:8]2[CH:9]([OH:10])[CH2:20][CH:21]([CH3:22])[CH3:23])[CH2:2][CH2:3]1. The reactants are [H-].[Na+] (sodium hydride), C(C)O (ethanol), ClC1=NC(=NC(=C1)C)SC (4-chloro-6-methyl-2-methylmercaptopyrimidine). Reaction conditions: time 1 hour. Yields the product C(C)OC1=NC(=NC(=C1)C)SC (4-ethoxy-6-methyl-2-(methylthio)pyrimidine). RXN SMILES: [H-].[Na+].Cl[C:4]1[CH:9]=[C:8]([CH3:10])[N:7]=[C:6]([S:11][CH3:12])[N:5]=1.[CH2:13]([OH:15])[CH3:14]>>[CH2:13]([O:15][C:4]1[CH:9]=[C:8]([CH3:10])[N:7]=[C:6]([S:11][CH3:12])[N:5]=1)[CH3:14] |f:0.1|. Procedure details: To sodium hydride (2.75 g (60% in mineral oil), 0.046×1.5 mmol) dissolved in ethanol (20 ml), 4-chloro-6-methyl-2-methylmercaptopyrimidine (Compound IV-7) (8.0 g, 0.046 mmol) was added and the solution was stirred for about 1 hour at room temperature. The reactants are OC(CO)C1CC2=C(O1)C=CC(=C2)CC(=O)OC (Methyl (2-(1,2-dihydroxyethyl)-2,3-dihydrobenzo[b]furan-5-yl)acetate), CC1=C(C(=CC(=C1)C)C)S(=O)(=O)Cl (2,4,6-Trimethylphenylsulfonyl chloride), CC1=C(C(=CC(=C1)C)C)S(=O)(=O)Cl (2,4,6-trimethylphenylsulfonyl chloride). Solvent: N1=CC=CC=C1 (pyridine). Run at time 8 hour. The product is OC(COS(=O)(=O)C1=C(C=C(C=C1C)C)C)C1CC2=C(O1)C=CC(=C2)CC(=O)OC (Methyl [2-(1-hydroxy-2-(2,4,6-trimethylphenylsulfonyloxy)ethyl)-2,3-dihydrobenzo[b]furan-5-yl]acetate). Reaction SMILES: [OH:1][CH:2]([CH:5]1[O:9][C:8]2[CH:10]=[CH:11][C:12]([CH2:14][C:15]([O:17][CH3:18])=[O:16])=[CH:13][C:7]=2[CH2:6]1)[CH2:3][OH:4].[CH3:19][C:20]1[CH:25]=[C:24]([CH3:26])[CH:23]=[C:22]([CH3:27])[C:21]=1[S:28](Cl)(=[O:30])=[O:29]>N1C=CC=CC=1>[OH:1][CH:2]([CH:5]1[O:9][C:8]2[CH:10]=[CH:11][C:12]([CH2:14][C:15]([O:17][CH3:18])=[O:16])=[CH:13][C:7]=2[CH2:6]1)[CH2:3][O:4][S:28]([C:21]1[C:22]([CH3:27])=[CH:23][C:24]([CH3:26])=[CH:25][C:20]=1[CH3:19])(=[O:30])=[O:29]. Procedure: The compound of Example 7, (430 mg, 1.7 mmoles) was taken up in dry pyridine (20 ml) and cooled to 0° under N2. 2,4,6-Trimethylphenylsulfonyl chloride (400 mg) was added at 0° and stirring was continued overnight at 0°. Additional 2,4,6-trimethylphenylsulfonyl chloride (75 mg) was added, and stirring was continued at 5° for 24 hours. The pyridine was removed under high vacuum and the residue was taken up in CHCl3, washed with dilute HCl, brine, dried and concentrated. Chromatography of the resid... Reactants: CC#N, CC#N, O, O, CC(C)CN(CC1CNCC1CO)S(=O)(=O)c1ccccc1. The product is CC(C)CN(CC1CNCC1C=O)S(=O)(=O)c1ccccc1. RXN SMILES: [CH3:23][C:24]#[N:25].[CH3:27][C:28]#[N:29].[OH2:26].[OH2:30].[OH:1][CH2:2][CH:3]1[CH:4]([CH2:8][N:9]([S:10](=[O:11])(=[O:12])[c:13]2[cH:14][cH:15][cH:16][cH:17][cH:18]2)[CH2:19][CH:20]([CH3:21])[CH3:22])[CH2:5][NH:6][CH2:7]1>>[O:1]=[CH:2][CH:3]1[CH:4]([CH2:8][N:9]([S:10](=[O:11])(=[O:12])[c:13]2[cH:14][cH:15][cH:16][cH:17][cH:18]2)[CH2:19][CH:20]([CH3:21])[CH3:22])[CH2:5][NH:6][CH2:7]1. Reactants: CC(C)S(=O)(=O)c1cnc(N2CCNCC2)s1, CC(C)Oc1ccc(S(C)(=O)=O)cc1C(=O)O, Cl. The product is CC(C)Oc1ccc(S(C)(=O)=O)cc1C(=O)N1CCN(c2ncc(S(=O)(=O)C(C)C)s2)CC1. RXN SMILES: [CH3:19][CH:20]([CH3:21])[S:22](=[O:23])(=[O:24])[c:25]1[cH:26][n:27][c:28]([N:30]2[CH2:31][CH2:32][NH:33][CH2:34][CH2:35]2)[s:29]1.[CH:1]([CH3:2])([CH3:3])[O:4][c:5]1[c:6]([C:7](=[O:8])[OH:9])[cH:10][c:11]([S:14](=[O:15])(=[O:16])[CH3:17])[cH:12][cH:13]1.[ClH:18]>>[CH:1]([CH3:2])([CH3:3])[O:4][c:5]1[c:6]([C:7](=[O:9])[N:33]2[CH2:32][CH2:31][N:30]([c:28]3[n:27][cH:26][c:25]([S:22]([CH:20]([CH3:19])[CH3:21])(=[O:23])=[O:24])[s:29]3)[CH2:35][CH2:34]2)[cH:10][c:11]([S:14](=[O:15])(=[O:16])[CH3:17])[cH:12][cH:13]1. The reactants are C(#N)C1=C(C=C(C=C1)N(CCOC1=CC=C(C=C1)NC(OC(C)(C)C)=O)CC(F)(F)F)C(F)(F)F (1,1-dimethylethyl [4-({2-[[4-cyano-3-(trifluoromethyl)phenyl](2,2,2-trifluoroethyl)amino]ethyl}oxy)phenyl]carbamate), [SiH](CC)(CC)CC (Et3SiH), C(=O)(O)[O-].[Na+] (NaHCO3), C(=O)(C(F)(F)F)O (TFA). The solvent is C(Cl)Cl (CH2Cl2). Conditions: time 40 minute. Product: NC1=CC=C(C=C1)OCCN(C1=CC(=C(C#N)C=C1)C(F)(F)F)CC(F)(F)F (4-[{2-[(4-Aminophenyl)oxy]ethyl}(2,2,2-trifluoroethyl)amino]-2-(trifluoromethyl)benzonitrile). The yield is 92.7%. RXN SMILES: [C:1]([C:3]1[CH:8]=[CH:7][C:6]([N:9]([CH2:27][C:28]([F:31])([F:30])[F:29])[CH2:10][CH2:11][O:12][C:13]2[CH:18]=[CH:17][C:16]([NH:19]C(=O)OC(C)(C)C)=[CH:15][CH:14]=2)=[CH:5][C:4]=1[C:32]([F:35])([F:34])[F:33])#[N:2].[SiH](CC)(CC)CC.C(O)(C(F)(F)F)=O.C([O-])(O)=O.[Na+]>C(Cl)Cl>[NH2:19][C:16]1[CH:17]=[CH:18][C:13]([O:12][CH2:11][CH2:10][N:9]([CH2:27][C:28]([F:29])([F:30])[F:31])[C:6]2[CH:7]=[CH:8][C:3]([C:1]#[N:2])=[C:4]([C:32]([F:33])([F:34])[F:35])[CH:5]=2)=[CH:14][CH:15]=1 |f:3.4|. Reported procedure: To a solution of 1,1-dimethylethyl [4-({2-[[4-cyano-3-(trifluoromethyl)phenyl](2,2,2-trifluoroethyl)amino]ethyl}oxy)phenyl]carbamate (0.132 g, 0.262 mmol; Example 27B) in CH2Cl2 (5 mL) at rt was added Et3SiH (0.10 mL, 0.66 mmol), followed by TFA (2 mL). The mixture was stirred 40 min and slowly poured into satd NaHCO3. The whole was extracted with EtOAc (×3). Combined organics were washed (water, brine), dried over Na2SO4, filtered and concentrated in vacuo, yielding 0.098 g of the title compoun... Starting materials: N1=CC=CC=C1 (pyridine), CC1=C(C=C(C(=O)O)C=C1)C=1C=C2C=NN=C(C2=CC1)N1CCOCC1 (4-methyl-3-(1-morpholinophthalazin-6-yl)benzoic acid), S(=O)(Cl)Cl (thionyl chloride), O1N=C(C=C1)N (isoxazol-3-amine). Solvent: ClCCl (dichloromethane). Yields the product O1N=C(C=C1)NC(C1=CC(=C(C=C1)C)C=1C=C2C=NN=C(C2=CC1)N1CCOCC1)=O (N-(isoxazol-3-yl)-4-methyl-3-(1-morpholinophthalazin-6-yl)benzamide). As a reaction SMILES: [CH3:1][C:2]1[CH:10]=[CH:9][C:5]([C:6](O)=[O:7])=[CH:4][C:3]=1[C:11]1[CH:12]=[C:13]2[C:18](=[CH:19][CH:20]=1)[C:17]([N:21]1[CH2:26][CH2:25][O:24][CH2:23][CH2:22]1)=[N:16][N:15]=[CH:14]2.S(Cl)(Cl)=O.[O:31]1[CH:35]=[CH:34][C:33]([NH2:36])=[N:32]1.N1C=CC=CC=1>ClCCl>[O:31]1[CH:35]=[CH:34][C:33]([NH:36][C:6](=[O:7])[C:5]2[CH:9]=[CH:10][C:2]([CH3:1])=[C:3]([C:11]3[CH:12]=[C:13]4[C:18](=[CH:19][CH:20]=3)[C:17]([N:21]3[CH2:26][CH2:25][O:24][CH2:23][CH2:22]3)=[N:16][N:15]=[CH:14]4)[CH:4]=2)=[N:32]1. Procedure: A solution of 4-methyl-3-(1-morpholinophthalazin-6-yl)benzoic acid (Example 8, 160 mg, 0.45 mmol) in thionyl chloride (1.0 mL, 1.37 mmol) was stirred at RT for 1 h. Excess SOCl2 was removed under reduced pressure and the residue was treated with 1 mL of toluene and concentrated under reduced pressure. The residue was dissolved in dichloromethane (3 mL), and isoxazol-3-amine (58 mg, 0.69 mmol) followed by pyridine (72 mg, 0.92 mmol) was added. After the resulting mixture was refluxed for 1 h, coo... The reactants are FC1=CC=C(C=C1)B(O)O (4-Fluoro-phenylboronic acid), BrC1=CC=C(O1)C(=O)O (5-bromo-2-furoic acid). Yields the product FC1=CC=C(C=C1)C1=CC=C(O1)C(=O)O (5-(4-Fluoro-phenyl)-furan-2-carboxylic acid). Reaction SMILES: [F:1][C:2]1[CH:7]=[CH:6][C:5](B(O)O)=[CH:4][CH:3]=1.Br[C:12]1[O:16][C:15]([C:17]([OH:19])=[O:18])=[CH:14][CH:13]=1>>[F:1][C:2]1[CH:7]=[CH:6][C:5]([C:12]2[O:16][C:15]([C:17]([OH:19])=[O:18])=[CH:14][CH:13]=2)=[CH:4][CH:3]=1. Procedure details: 4-Fluoro-phenylboronic acid (611 mg, 4.4 mmol) was coupled to 5-bromo-2-furoic acid (1 g, 5.2 mmol) using Method F to give the title compound. Starting materials: C(C)OC(CN1N=NN=C1Cl)=O (5-Chloro-1H-tetrazole-1-acetic acid ethyl ester), NC(=S)N (thiourea), O (water), Cl (hydrochloric acid). Solvent: C(C)O (ethanol). Procedure details: In a 500 ml round flash equipped with agitator, relux condenser, thermometer and a dropping funnel a mixture of 100 g (0.52 mol) 5-Chloro-1H-tetrazole-1-acetic acid ethyl ester, 44 g (0,57 Mol) thiourea, 210 g water and 25 g of 38 wt.% aqueous hydrochloric acid was heated to reflux for 6 hours, while the ethanol formed during the reaction was distilled off. For working up purpose, the residue was extracted with methyl isobutyl ketone. After evaporation of the ketone 57.9 g=69% of the theory of a... Reaction SMILES: C([O:3][C:4](=[O:12])[CH2:5][N:6]1[C:10](Cl)=[N:9][N:8]=[N:7]1)C.NC(N)=[S:15].O.Cl>C(O)C>[SH:15][C:10]1[N:6]([CH2:5][C:4]([OH:3])=[O:12])[N:7]=[N:8][N:9]=1. Yields the product SC1=NN=NN1CC(=O)O (5-Mercapto-1H-tetrazole-1-acetic acid).